This data is from the Open Reaction Database (ORD), a public repository of structured organic reaction records. The task is: describe an organic reaction: reactants, conditions, products, and yield The reactants are CC1CNC(C)CN1, CN1CCCC1=O, CC(C)Cn1c(Cl)nc2c(N3CCOCC3)nc(-c3cnc(N)nc3)nc21. Product: CC(C)Cn1c(N2CC(C)NCC2C)nc2c(N3CCOCC3)nc(-c3cnc(N)nc3)nc21. As a reaction SMILES: [CH3:1][CH:2]1[NH:3][CH2:4][CH:5]([CH3:8])[NH:6][CH2:7]1.[CH3:36][N:37]1[CH2:38][CH2:39][CH2:40][C:41]1=[O:42].[Cl:9][c:10]1[n:11]([CH2:32][CH:33]([CH3:34])[CH3:35])[c:12]2[n:13][c:14](-[c:25]3[cH:26][n:27][c:28]([NH2:31])[n:29][cH:30]3)[n:15][c:16]([N:19]3[CH2:20][CH2:21][O:22][CH2:23][CH2:24]3)[c:17]2[n:18]1>>[CH3:1][CH:2]1[N:3]([c:10]2[n:11]([CH2:32][CH:33]([CH3:34])[CH3:35])[c:12]3[n:13][c:14](-[c:25]4[cH:26][n:27][c:28]([NH2:31])[n:29][cH:30]4)[n:15][c:16]([N:19]4[CH2:20][CH2:21][O:22][CH2:23][CH2:24]4)[c:17]3[n:18]2)[CH2:4][CH:5]([CH3:8])[NH:6][CH2:7]1. Starting materials: C(N)(=O)Cl (carbamic acid chloride), C(=O)N1C(NCCC1)=O (1-formyl-2-oxo-1,3-diaza-cyclohexane), C(=O)(Cl)Cl (phosgene). The product is ClC(=O)N1C(N(CCC1)C=O)=O (1-Chlorocarbonyl-2-oxo-3-formyl-1,3-diaza-cyclohexane). As a reaction SMILES: [C:1]([Cl:4])(=[O:3])[NH2:2].[CH:5]([N:7]1[CH2:12][CH2:11][CH2:10]N[C:8]1=[O:13])=[O:6].C(Cl)(Cl)=O>>[Cl:4][C:1]([N:2]1[CH2:10][CH2:11][CH2:12][N:7]([CH:8]=[O:13])[C:5]1=[O:6])=[O:3]. Reported procedure: This carbamic acid chloride was produced as described in Example 27 B from 5 parts by weight of 1-formyl-2-oxo-1,3-diaza-cyclohexane and 6 parts by weight of phosgene. The substance, an oil, was used without further purification for the production of the penicillin of Example 35 A. IR-bands at 1790, 1685, 1300 and 1165 cm-1. Starting materials: C1(=CC=CC=C1)CCCO (3-Phenylpropanol), BrCCCCCCBr (1,6-dibromohexane), [OH-].[Na+] (NaOH). Reagents/catalysts: S(=O)(=O)(O)[O-].C(CCC)[N+](CCCC)(CCCC)CCCC (tetra-n-butylammonium hydrogen sulphate). Solvent: O (H2O). The product is BrCCCCCCOCCCC=1C=CC=CC1 (3-[[(6-Bromohexyl)oxyl]propyl]benzene). Isolated yield 81.2%. As a reaction SMILES: [C:1]1([CH2:7][CH2:8][CH2:9][OH:10])[CH:6]=[CH:5][CH:4]=[CH:3][CH:2]=1.[Br:11][CH2:12][CH2:13][CH2:14][CH2:15][CH2:16][CH2:17]Br.[OH-].[Na+]>S([O-])(O)(=O)=O.C([N+](CCCC)(CCCC)CCCC)CCC.O>[Br:11][CH2:12][CH2:13][CH2:14][CH2:15][CH2:16][CH2:17][O:10][CH2:9][CH2:8][CH2:7][C:1]1[CH:6]=[CH:5][CH:4]=[CH:3][CH:2]=1 |f:2.3,4.5|. Reported procedure: 3-Phenylpropanol (3.00 g) and 1,6-dibromohexane (16.10 g, 10.2 ml) were stirred rapidly at RT with tetra-n-butylammonium hydrogen sulphate (0.5 g) and 12.5M aqueous NaOH (16 ml) for 30 h. The mixture was diluted with H2O (80 ml), extracted with ER (3×100 ml), and the combined organic extracts were washed consecutively with H2O (80 ml) and BR (80 ml). The dried extracts were evaporated and the residual oil purified by [FCS], eluting with CX (one columnful), followed by EA-CX (1:20) to give the ti... Reactants: B, NC(Cc1ccccc1)C(=O)N1CCC(Oc2ccc(F)c(F)c2)CC1, C1CCOC1. Product: NC(Cc1ccccc1)CN1CCC(Oc2ccc(F)c(F)c2)CC1. RXN SMILES: [BH3:27].[CH2:1]([c:2]1[cH:3][cH:4][cH:5][cH:6][cH:7]1)[CH:8]([C:9](=[O:10])[N:11]1[CH2:12][CH2:13][CH:14]([O:17][c:18]2[cH:19][c:20]([F:25])[c:21]([F:24])[cH:22][cH:23]2)[CH2:15][CH2:16]1)[NH2:26].[CH2:28]1[O:29][CH2:30][CH2:31][CH2:32]1>>[CH2:1]([c:2]1[cH:3][cH:4][cH:5][cH:6][cH:7]1)[CH:8]([CH2:9][N:11]1[CH2:12][CH2:13][CH:14]([O:17][c:18]2[cH:19][c:20]([F:25])[c:21]([F:24])[cH:22][cH:23]2)[CH2:15][CH2:16]1)[NH2:26]. Starting materials: BrC=1C=C(C=O)C=C(C1)OC (3-bromo-5-methoxy-benzaldehyde), CN(C)C=O (DMF), Pd(PPh3)4(0), CN(C)C=O (DMF). Reagents/catalysts: [C-]#N.[C-]#N.[Zn+2] (Zn(CN)2). Conditions: temperature 90 celsius, time 48 hour. The product is C(=O)C=1C=C(C#N)C=C(C1)OC (3-formyl-5-methoxy-benzonitrile). RXN SMILES: Br[C:2]1[CH:3]=[C:4]([CH:7]=[C:8]([O:10][CH3:11])[CH:9]=1)[CH:5]=[O:6].[CH3:12][N:13](C=O)C>[C-]#N.[C-]#N.[Zn+2]>[CH:5]([C:4]1[CH:3]=[C:2]([CH:9]=[C:8]([O:10][CH3:11])[CH:7]=1)[C:12]#[N:13])=[O:6] |f:2.3.4|. Procedure: step 3—A solution of 3-bromo-5-methoxy-benzaldehyde (1 mmol) in DMF (2 mL) is added to a round bottomed flask containing Zn(CN)2 (0.7 equivalents), Pd(PPh3)4(0) (0.2 equivalents) in DMF (15 mL). The reaction is stirred at 90° C. under an atmosphere of argon for 48 h. The reaction mixture is cooled and evaporated to dryness. The crude residue is dissolved in EtOAc, washed with brine solution, dried (MgSO4) and evaporated. The crude product is purified by SiO2 chromatography to afford 3-formyl-5-m...